From a dataset of the Open Reaction Database (ORD), a public repository of structured organic reaction records. describe an organic reaction: reactants, conditions, products, and yield The reactants are B, CC(=O)N1CCn2nc(-c3ccc(F)cc3)c(-c3ccncc3)c2N1, C1CCOC1, C1CCOC1. Product: CCN1CCn2nc(-c3ccc(F)cc3)c(-c3ccncc3)c2N1. RXN SMILES: [BH3:31].[C:1]([CH3:2])(=[O:3])[N:4]1[NH:5][c:6]2[n:7]([n:10][c:11](-[c:19]3[cH:20][cH:21][c:22]([F:25])[cH:23][cH:24]3)[c:12]2-[c:13]2[cH:14][cH:15][n:16][cH:17][cH:18]2)[CH2:8][CH2:9]1.[O:26]1[CH2:27][CH2:28][CH2:29][CH2:30]1.[O:32]1[CH2:33][CH2:34][CH2:35][CH2:36]1>>[CH2:1]([CH3:2])[N:4]1[NH:5][c:6]2[n:7]([n:10][c:11](-[c:19]3[cH:20][cH:21][c:22]([F:25])[cH:23][cH:24]3)[c:12]2-[c:13]2[cH:14][cH:15][n:16][cH:17][cH:18]2)[CH2:8][CH2:9]1. Reactants: N#CC(=NO)c1cccc(C(=O)c2ccccc2)c1, CCO, Cl, [K+], [OH-]. Product: CCOC(=O)C(=NO)c1cccc(C(=O)c2ccccc2)c1. As a reaction SMILES: [C:1]([c:2]1[cH:3][cH:4][cH:5][cH:6][cH:7]1)(=[O:8])[c:9]1[cH:10][c:11]([C:15]([C:16]#[N:17])=[N:18][OH:19])[cH:12][cH:13][cH:14]1.[CH3:23][CH2:24][OH:25].[ClH:22].[K+:21].[OH-:20]>>[C:1]([c:2]1[cH:3][cH:4][cH:5][cH:6][cH:7]1)(=[O:8])[c:9]1[cH:10][c:11]([C:15]([C:16](=[O:20])[O:25][CH2:24][CH3:23])=[N:18][OH:19])[cH:12][cH:13][cH:14]1. The reactants are C(=NC1CCCCC1)=NC1CCCCC1, CN(C)c1ccncc1, ClCCl, OCc1ccccc1, O=C(O)c1ccc(F)cc1. Product: O=C(OCc1ccccc1)c1ccc(F)cc1. As a reaction SMILES: [CH2:19]1[CH2:20][CH2:21][CH:22]([N:23]=[C:24]=[N:25][CH:26]2[CH2:27][CH2:28][CH2:29][CH2:30][CH2:31]2)[CH2:32][CH2:33]1.[CH3:34][N:35]([CH3:36])[c:37]1[cH:38][cH:39][n:40][cH:41][cH:42]1.[Cl:43][CH2:44][Cl:45].[OH:1][CH2:2][c:3]1[cH:4][cH:5][cH:6][cH:7][cH:8]1.[OH:9][C:10](=[O:11])[c:12]1[cH:13][cH:14][c:15]([F:16])[cH:17][cH:18]1>>[O:1]([CH2:2][c:3]1[cH:4][cH:5][cH:6][cH:7][cH:8]1)[C:10](=[O:9])[c:12]1[cH:13][cH:14][c:15]([F:16])[cH:17][cH:18]1.